This data is from the Open Reaction Database (ORD), a public repository of structured organic reaction records. The task is: describe an organic reaction: reactants, conditions, products, and yield The reactants are Br (hydrobromic acid), C(C1=CC=CC=C1)(=O)N1C(C=CC2=CC(=CC=C12)OC)C#N (1-benzoyl-2-cyano-6-methoxy-1,2-dihydroquinoline), C(C)(=O)O (acetic acid), N (ammonia). Run in O (water). Reaction conditions: temperature 90 celsius. Product: C(=O)(O)C1=NC2=CC=C(C=C2C=C1)OC (2-Carboxy-6-methoxyquinoline). Reaction SMILES: Br.C([N:10]1[C:19]2[C:14](=[CH:15][C:16]([O:20][CH3:21])=[CH:17][CH:18]=2)[CH:13]=[CH:12]C1C#N)(=O)C1C=CC=CC=1.N.[C:25]([OH:28])(=[O:27])[CH3:26]>O>[C:25]([C:26]1[CH:12]=[CH:13][C:14]2[C:19](=[CH:18][CH:17]=[C:16]([O:20][CH3:21])[CH:15]=2)[N:10]=1)([OH:28])=[O:27]. Reported procedure: 270 ml of 48% hydrobromic acid are added to a solution of 217 g (0,747 mol) of 1-benzoyl-2-cyano-6-methoxy-1,2-dihydroquinoline in 270 ml of acetic acid, and the mixture is heated at reflux for 30 min. It is filtered and rinsed with diethyl ether, and the solid obtained is then suspended in 2 l of water and heated to 90° C. Aqueous ammonia is then added until the pH=8-9 and the mixture is filtered while hot. The filtrate is acidified at 50° C., by adding acetic acid until the pH=4-5, and is then...